From a dataset of the Open Reaction Database (ORD), a public repository of structured organic reaction records. describe an organic reaction: reactants, conditions, products, and yield Reactants: Cl (hydrochloric acid), C(C1=CC=CC=C1)(C1=CC=CC=C1)=NC1=C(C(=CC=C1)C1=CCC(CC1)N(C)C)F (benzhydrylidene-(3-(4-dimethylamino-cyclohex-1-enyl)-2-fluoro-phenyl)-amine), [NH4+].[OH-] (NH4OH). Solvent: C1CCOC1 (THF). Product: CN(C1CC=C(CC1)C=1C(=C(C=CC1)N)F)C (3-(4-Dimethylamino-cyclohex-1-enyl)-2-fluoro-phenylamine). Yield: 89.0%. As a reaction SMILES: Cl.C(=[N:15][C:16]1[CH:21]=[CH:20][CH:19]=[C:18]([C:22]2[CH2:27][CH2:26][CH:25]([N:28]([CH3:30])[CH3:29])[CH2:24][CH:23]=2)[C:17]=1[F:31])(C1C=CC=CC=1)C1C=CC=CC=1.[NH4+].[OH-]>C1COCC1>[CH3:29][N:28]([CH3:30])[CH:25]1[CH2:26][CH2:27][C:22]([C:18]2[C:17]([F:31])=[C:16]([NH2:15])[CH:21]=[CH:20][CH:19]=2)=[CH:23][CH2:24]1 |f:2.3|. Reported procedure: Add concentrated hydrochloric acid (2 mL) into a solution of the above benzhydrylidene-(3-(4-dimethylamino-cyclohex-1-enyl)-2-fluoro-phenyl)-amine (2.27 g, 5.7 mmol) in THF (20 mL) and heat at reflux for 1 hr. Basify the reaction mixture with conc. NH4OH and partition between saturated aqueous NaCl and DCM, dry the organic phase with anhydrous sodium sulfate, evaporate the solvent, and purify the residue by chromatography on a silica gel column (DCM: 2M NH3 in MeOH, gradient) to give the title c...